This data is from the Open Reaction Database (ORD), a public repository of structured organic reaction records. The task is: describe an organic reaction: reactants, conditions, products, and yield The reactants are C1=CC=C(C=C1)OC2=CC=C(C=C2)O (4-hydroxydiphenyl ether), O1C2C1CCC2 (1,2-epoxycyclopentane), [OH-].[K+] (potassium hydroxide). Solvent: CCOCC.CCCCCC (ether hexane). Reaction conditions: temperature 150 celsius, time 1 hour. The product is O(C1=CC=CC=C1)C1=CC=C(OC2C(CCC2)O)C=C1 (2-(4-phenoxyphenoxy)-cyclopentan-1-ol). RXN SMILES: [CH:1]1[CH:6]=[CH:5][C:4]([O:7][C:8]2[CH:13]=[CH:12][C:11]([OH:14])=[CH:10][CH:9]=2)=[CH:3][CH:2]=1.[O:15]1[CH:17]2[CH2:18][CH2:19][CH2:20][CH:16]12.[OH-].[K+]>CCOCC.CCCCCC>[O:7]([C:8]1[CH:13]=[CH:12][C:11]([O:14][CH:17]2[CH2:18][CH2:19][CH2:20][CH:16]2[OH:15])=[CH:10][CH:9]=1)[C:4]1[CH:3]=[CH:2][CH:1]=[CH:6][CH:5]=1 |f:2.3,4.5|. Procedure details: A mixture of 52 g of 4-hydroxydiphenyl ether and 23.5 g of 1,2-epoxycyclopentane is heated to 150° C. To this melt are added in the course of 25 minutes 6.7 g of 90% potassium hydroxide powder and the mixture is stirred for one hour at 130° C. After cooling, the reaction mixture is taken up in ether/hexane (1:1) and the organic solution is washed 4 times with 10% potassium hydroxide solution and 3 times with saturated sodium chloride solution. The organic phase is dried over sodium sulphate and ... The reactants are COC1=C(C=O)C=CC(=C1OC)OC (2,3,4-trimethoxybenzaldehyde), [N+](=O)([O-])CC (nitroethane), C(C)(=O)[O-] (acetate). Solvent: C1(=CC=CC=C1)C (toluene). Yields the product COC1=C(C=CC(=C1OC)OC)C=C(C)[N+](=O)[O-] (1-(2,3,4-trimethoxyphenyl)-2-nitropropene). The yield is 85.4%. Reaction SMILES: [CH3:1][O:2][C:3]1[C:10]([O:11][CH3:12])=[C:9]([O:13][CH3:14])[CH:8]=[CH:7][C:4]=1[CH:5]=O.[N+:15]([CH2:18][CH3:19])([O-:17])=[O:16].C([O-])(=O)C>C1(C)C=CC=CC=1>[CH3:1][O:2][C:3]1[C:10]([O:11][CH3:12])=[C:9]([O:13][CH3:14])[CH:8]=[CH:7][C:4]=1[CH:5]=[C:18]([N+:15]([O-:17])=[O:16])[CH3:19]. Procedure details: A mixture of 3.9 g of 2,3,4-trimethoxybenzaldehyde, 3.7 g of nitroethane, 2.5 g of Amberlite IR-45 acetate and 200 ml of toluene is refluxed for 20 hours while removing the resultant water. After the reaction is completed, the reaction mixture is filtered, and the filtrate is evaporated to remove solvent. The residue thus obtained is recrystallized from a mixture of isopropyl ether and hexane. 4.3 g of 1-(2,3,4-trimethoxyphenyl)-2-nitropropene are thereby obtained as yellow cubes. M.p. 57°-58° C... The reactants are C(CCC)[Li] (Butyl lithium), ClC=1SC=CN1 (2-chlorothiazole), O (water), resultant solution, C(CC)N=C=O (propyl isocyanate). Run in CCCCCC (hexane), O1CCCC1 (tetrahydrofuran). Reaction conditions: temperature 100 celsius, time 10 minute. Yields the product C(CC)NC(=O)C1=CN=CS1 (N-propylthiazole-5-carboxamide). Isolated yield 68.9%. RXN SMILES: C([Li])CCC.Cl[C:7]1[S:8][CH:9]=[CH:10][N:11]=1.[CH2:12]([N:15]=[C:16]=[O:17])[CH2:13][CH3:14].O>CCCCCC.O1CCCC1>[CH2:12]([NH:15][C:16]([C:9]1[S:8][CH:7]=[N:11][CH:10]=1)=[O:17])[CH2:13][CH3:14]. Reported procedure: Butyl lithium (2.4 M, 50 ml) in hexane was added to a solution of 2-chlorothiazole (12.43 g, 0.104 mol) in tetrahydrofuran (400 ml) at -78° C. under at atmosphere of nitrogen. The resultant solution was stirred for 5 minutes before propyl isocyanate (11.25 ml, 0.12 mol) was added and the reaction mixture was then stirred for a further 10 minutes before being hydrolysed with water (100 ml). The solvent was removed under reduced pressure and the residue extracted with ethyl acetate (2×400 ml). The... Reactants: C(C)(C)(C)OC(=O)N1[C@@H](CC(C1)=NOCC)C(=O)O ((2S,4EZ)-1-(tert-butoxycarbonyl)-4-(ethoxyimino)-2-pyrrolidinecarboxylic acid), C1(=CC=CC=C1)C(C(=O)Cl)C1=CC=CC=C1 (diphenylacetyl chloride), S1C(=CC=C1)CN (2-thienylmethylamine). Yields the product C1(=CC=CC=C1)C(C(=O)N1[C@@H](CC(C1)=NOCC)C(=O)NCC=1SC=CC1)C1=CC=CC=C1 ((2S,4EZ)-1-(diphenylacetyl)-4-(ethoxyimino)-N-(2-thienylmethyl)-2-pyrrolidinecarboxamide). As a reaction SMILES: C(O[C:6]([N:8]1[CH2:12][C:11](=[N:13][O:14][CH2:15][CH3:16])[CH2:10][C@H:9]1[C:17]([OH:19])=O)=[O:7])(C)(C)C.[C:20]1([CH:26]([C:30]2[CH:35]=[CH:34][CH:33]=[CH:32][CH:31]=2)C(Cl)=O)[CH:25]=[CH:24][CH:23]=[CH:22][CH:21]=1.[S:36]1[CH:40]=[CH:39][CH:38]=[C:37]1[CH2:41][NH2:42]>>[C:30]1([CH:26]([C:20]2[CH:21]=[CH:22][CH:23]=[CH:24][CH:25]=2)[C:6]([N:8]2[CH2:12][C:11](=[N:13][O:14][CH2:15][CH3:16])[CH2:10][C@H:9]2[C:17]([NH:42][CH2:41][C:37]2[S:36][CH:40]=[CH:39][CH:38]=2)=[O:19])=[O:7])[CH:31]=[CH:32][CH:33]=[CH:34][CH:35]=1. Procedure details: Following the general method as outlined in Example 22, starting from (2S,4EZ)-1-(tert-butoxycarbonyl)-4-(ethoxyimino)-2-pyrrolidinecarboxylic acid, diphenylacetyl chloride, and 2-thienylmethylamine the title compound was obtained in 74% purity by LC/MS. MS(ESI+): m/z=462.4. The reactants are O=C(c1ncc[nH]1)c1ncc[nH]1, CCOC(=O)C(Cc1ccc(OCCN)cc1)Oc1ccccc1, O=C(O)c1ccc(-c2ccccc2)cc1. The product is CCOC(=O)C(Cc1ccc(OCCNC(=O)c2ccc(-c3ccccc3)cc2)cc1)Oc1ccccc1. Reaction SMILES: [C:40]([c:41]1[nH:42][cH:43][cH:44][n:45]1)([c:46]1[nH:47][cH:48][cH:49][n:50]1)=[O:51].[NH2:1][CH2:2][CH2:3][O:4][c:5]1[cH:6][cH:7][c:8]([CH2:11][CH:12]([C:13](=[O:14])[O:15][CH2:16][CH3:17])[O:18][c:19]2[cH:20][cH:21][cH:22][cH:23][cH:24]2)[cH:9][cH:10]1.[c:25]1(-[c:34]2[cH:35][cH:36][cH:37][cH:38][cH:39]2)[cH:26][cH:27][c:28]([C:31](=[O:32])[OH:33])[cH:29][cH:30]1>>[NH:1]([CH2:2][CH2:3][O:4][c:5]1[cH:6][cH:7][c:8]([CH2:11][CH:12]([C:13](=[O:14])[O:15][CH2:16][CH3:17])[O:18][c:19]2[cH:20][cH:21][cH:22][cH:23][cH:24]2)[cH:9][cH:10]1)[C:31]([c:28]1[cH:27][cH:26][c:25](-[c:34]2[cH:35][cH:36][cH:37][cH:38][cH:39]2)[cH:30][cH:29]1)=[O:32]. Yields the product ClC=1C=CC(=C2C(=C(C(=NC12)C)CC1=CC=C(C=C1)Cl)C)OC(C(=O)O)C (2-[8-chloro-3-(4-chlorobenzyl)-2,4-dimethylquinolin-5-yloxy]propionic Acid). As a reaction SMILES: C[O:2][C:3](=[O:28])[CH:4]([O:6][C:7]1[CH:16]=[CH:15][C:14]([Cl:17])=[C:13]2[C:8]=1[C:9]([CH3:27])=[C:10]([CH2:19][C:20]1[CH:25]=[CH:24][C:23]([Cl:26])=[CH:22][CH:21]=1)[C:11]([CH3:18])=[N:12]2)[CH3:5].[OH-].[Li+]>O1CCCC1>[Cl:17][C:14]1[CH:15]=[CH:16][C:7]([O:6][CH:4]([CH3:5])[C:3]([OH:28])=[O:2])=[C:8]2[C:13]=1[N:12]=[C:11]([CH3:18])[C:10]([CH2:19][C:20]1[CH:25]=[CH:24][C:23]([Cl:26])=[CH:22][CH:21]=1)=[C:9]2[CH3:27] |f:1.2|. Solvent: O1CCCC1 (tetrahydrofuran). Reactants: COC(C(C)OC1=C2C(=C(C(=NC2=C(C=C1)Cl)C)CC1=CC=C(C=C1)Cl)C)=O (2-[8-chloro-3-(4-chlorobenzyl)-2,4-dimethylquinolin-5-yloxy]propionic acid methyl ester), [OH-].[Li+] (lithium hydroxide). Procedure: A solution of 2-[8-chloro-3-(4-chlorobenzyl)-2,4-dimethylquinolin-5-yloxy]propionic acid methyl ester (0.092 g), tetrahydrofuran (2.0 mL) and 1.0 M aqueous lithium hydroxide solution (0.25 mL) was stirred at room temperature for 30 minutes. The tetrahydrofuran was removed under reduced pressure and pH of the residue was adjusted to 2 by the addition of 1.0 M aqueous hydrochloric acid. The mixture was extracted with ethyl acetate and the combined extracts washed with saturated aqueous sodium chlo... The reactants are COC1=NC(=NC(=C1)OC)NC(OC1=CC=CC=C1)=O (phenyl N-(4,6-dimethoxypyrimidin-2-yl)carbamate), C(CCC)NC=1C(=NC=CC1)S(=O)(=O)N (3-n-butylaminopyridin-2-ylsulfonamide), N12CCCN=CC2CCCC1 (1,5-diazabicyclo[5.4.0]undec-5-ene). Run in C(C)#N (acetonitrile). Conditions: time 30 minute. Product: C(CCC)NC=1C(=NC=CC1)S(=O)(=O)NC(=O)NC1=NC(=CC(=N1)OC)OC (N-(3-n-butylaminopyridin-2-ylsulfonyl)-N'-(4,6-dimethoxypyrimidin-2-yl)urea). RXN SMILES: [CH2:1]([NH:5][C:6]1[C:7]([S:12]([NH2:15])(=[O:14])=[O:13])=[N:8][CH:9]=[CH:10][CH:11]=1)[CH2:2][CH2:3][CH3:4].[CH3:16][O:17][C:18]1[CH:23]=[C:22]([O:24][CH3:25])[N:21]=[C:20]([NH:26][C:27](=O)[O:28]C2C=CC=CC=2)[N:19]=1.N12CCCCC1C=NCCC2>C(#N)C>[CH2:1]([NH:5][C:6]1[C:7]([S:12]([NH:15][C:27]([NH:26][C:20]2[N:19]=[C:18]([O:17][CH3:16])[CH:23]=[C:22]([O:24][CH3:25])[N:21]=2)=[O:28])(=[O:14])=[O:13])=[N:8][CH:9]=[CH:10][CH:11]=1)[CH2:2][CH2:3][CH3:4]. Reported procedure: The following are added in succession to a mixture of 2.75 g of 3-n-butylaminopyridin-2-ylsulfonamide in 40 ml of acetonitrile: 3.5 g of phenyl N-(4,6-dimethoxypyrimidin-2-yl)carbamate and 1.97 ml of 1,5-diazabicyclo[5.4.0]undec-5-ene. The reaction mixture is stirred for 30 minutes and evaporated, the oily residue is triturated with 10 ml of 2N hydrochloric acid and subsequently with 10 ml of ice/water and a little diethyl ether, and the mixture is filtered. The filter residue is subsequently wa... Reactants: CCN=C=NCCCN(C)C, CCOC(C)=O, CN(C)C=O, CC(Cc1c[nH]c2ccccc12)(NC(=O)OC1C2CC3CC(C2)CC1C3)C(=O)O, Cn1cccc1CCN, On1nnc2ccccc21. The product is Cn1cccc1CCNC(=O)C(C)(Cc1c[nH]c2ccccc12)NC(=O)OC1C2CC3CC(C2)CC1C3. As a reaction SMILES: [CH3:40][N:41]([CH3:42])[CH2:43][CH2:44][CH2:45][N:46]=[C:47]=[N:48][CH2:49][CH3:50].[CH3:60][CH2:61][O:62][C:63](=[O:64])[CH3:65].[CH3:66][N:67]([CH3:68])[CH:69]=[O:70].[CH:1]12[CH:2]([O:11][C:12](=[O:13])[NH:14][C:15]([CH2:16][c:17]3[cH:18][nH:19][c:20]4[cH:21][cH:22][cH:23][cH:24][c:25]34)([C:26](=[O:27])[OH:28])[CH3:29])[CH:3]3[CH2:4][CH:5]([CH2:6][CH:7]([CH2:8]1)[CH2:9]3)[CH2:10]2.[NH2:51][CH2:52][CH2:53][c:54]1[n:55]([CH3:59])[cH:56][cH:57][cH:58]1.[OH:30][n:31]1[c:32]2[cH:33][cH:34][cH:35][cH:36][c:37]2[n:38][n:39]1>>[CH:1]12[CH:2]([O:11][C:12](=[O:13])[NH:14][C:15]([CH2:16][c:17]3[cH:18][nH:19][c:20]4[cH:21][cH:22][cH:23][cH:24][c:25]34)([C:26](=[O:27])[NH:51][CH2:52][CH2:53][c:54]3[n:55]([CH3:59])[cH:56][cH:57][cH:58]3)[CH3:29])[CH:3]3[CH2:4][CH:5]([CH2:6][CH:7]([CH2:8]1)[CH2:9]3)[CH2:10]2. RXN SMILES: [CH2:31]([CH3:32])[NH:33][CH3:34].[CH3:35][S:36]([CH3:37])=[O:38].[c:1]1([O:7][C:8](=[O:2])[NH:9][CH2:10][c:11]2[c:12]([S:17][c:18]3[cH:19][cH:20][c:21]4[n:22]([cH:23]3)[c:24]([CH:27]([CH3:28])[CH3:29])[n:25][n:26]4)[cH:13][cH:14][cH:15][cH:16]2)[cH:3][cH:4][cH:5][cH:6][cH:30]1>>[O:7]=[C:8]([NH:9][CH2:10][c:11]1[c:12]([S:17][c:18]2[cH:19][cH:20][c:21]3[n:22]([cH:23]2)[c:24]([CH:27]([CH3:28])[CH3:29])[n:25][n:26]3)[cH:13][cH:14][cH:15][cH:16]1)[N:33]([CH2:31][CH3:32])[CH3:34]. Product: CCN(C)C(=O)NCc1ccccc1Sc1ccc2nnc(C(C)C)n2c1. The reactants are CCNC, CS(C)=O, CC(C)c1nnc2ccc(Sc3ccccc3CNC(=O)Oc3ccccc3)cn12. The reactants are Cl.ClC1=C(C(=O)N2CCN(CC2)CCC2=CC=C(C=C2)Cl)C=CC(=C1)N(C)C(=O)OCC1=CC=CC=C1 (1-[2-chloro-4-(N-benzyloxycarbonyl-N-methylamino)benzoyl]-4-[2-(4-chlorophenyl)ethyl]-piperazine hydrochloride). The reagents and catalysts are [Pd] (palladium-on-carbon). Solvent: CO (methanol). Product: CNC1=CC(=C(C(=O)N2CCN(CC2)CCC2=CC=C(C=C2)Cl)C=C1)Cl (1-[4-(N-methylamino)-2-chlorobenzoyl]-4-[2-(4-chlorophenyl)ethyl]-piperazine). As a reaction SMILES: Cl.[Cl:2][C:3]1[CH:25]=[C:24]([N:26](C(OCC2C=CC=CC=2)=O)[CH3:27])[CH:23]=[CH:22][C:4]=1[C:5]([N:7]1[CH2:12][CH2:11][N:10]([CH2:13][CH2:14][C:15]2[CH:20]=[CH:19][C:18]([Cl:21])=[CH:17][CH:16]=2)[CH2:9][CH2:8]1)=[O:6]>CO.[Pd]>[CH3:27][NH:26][C:24]1[CH:23]=[CH:22][C:4]([C:5]([N:7]2[CH2:12][CH2:11][N:10]([CH2:13][CH2:14][C:15]3[CH:20]=[CH:19][C:18]([Cl:21])=[CH:17][CH:16]=3)[CH2:9][CH2:8]2)=[O:6])=[C:3]([Cl:2])[CH:25]=1 |f:0.1|. Procedure: The 1-[2-chloro-4-(N-benzyloxycarbonyl-N-methylamino)benzoyl]-4-[2-(4-chlorophenyl)ethyl]-piperazine hydrochloride obtained in accordance with Example 18 is dissolved in 15 ml of methanol and debenzylated in the presence of 0.2 g of 10% palladium-on-carbon, yielding 1-[4-(N-methylamino)-2-chlorobenzoyl]-4-[2-(4-chlorophenyl)ethyl]-piperazine having a melting point of 200°.